From a dataset of the Open Reaction Database (ORD), a public repository of structured organic reaction records. describe an organic reaction: reactants, conditions, products, and yield Reactants: FC1=C(CC=2C=C(C(N(C2)CC2=C(C=CC=C2)F)=O)C(C=C(C(=O)O)O)=O)C=CC(=C1)F (4-(5-(2,4-difluorobenzyl)-1-(2-fluorobenzyl)-2-oxo-1,2-dihydropyridin-3-yl)-2-hydroxy-4-oxobut-2-enoic acid), Cl.N[C@H]1[C@@H](CCC1)O ((1R,2R)-2-aminocyclopentanol hydrochloride). Solvent: CO (MeOH), CO (MeOH). Yields the product FC1=C(CC=2C=C(C(N(C2)CC2=C(C=CC=C2)F)=O)C(C=C(C(=O)N[C@H]2[C@@H](CCC2)O)O)=O)C=CC(=C1)F ((1R,2R)-4-(5-(2,4-difluorobenzyl)-1-(2-fluorobenzyl)-2-oxo-1,2-dihydropyridin-3-yl)-2-hydroxy-N-(2-hydroxycyclopentyl)-4-oxobut-2-enamide). Reaction SMILES: [F:1][C:2]1[CH:31]=[C:30]([F:32])[CH:29]=[CH:28][C:3]=1[CH2:4][C:5]1[CH:6]=[C:7]([C:20](=[O:27])[CH:21]=[C:22]([OH:26])[C:23](O)=[O:24])[C:8](=[O:19])[N:9]([CH2:11][C:12]2[CH:17]=[CH:16][CH:15]=[CH:14][C:13]=2[F:18])[CH:10]=1.Cl.[NH2:34][C@@H:35]1[CH2:39][CH2:38][CH2:37][C@H:36]1[OH:40]>CO>[F:1][C:2]1[CH:31]=[C:30]([F:32])[CH:29]=[CH:28][C:3]=1[CH2:4][C:5]1[CH:6]=[C:7]([C:20](=[O:27])[CH:21]=[C:22]([OH:26])[C:23]([NH:34][C@@H:35]2[CH2:39][CH2:38][CH2:37][C@H:36]2[OH:40])=[O:24])[C:8](=[O:19])[N:9]([CH2:11][C:12]2[CH:17]=[CH:16][CH:15]=[CH:14][C:13]=2[F:18])[CH:10]=1 |f:1.2|. Reported procedure: The titled compound was synthesized using the procedure described above using compound 8. The coupling compound, (1R,2R)-2-aminocyclopentanol hydrochloride, was synthesized by modification of the following procedure: Overman L. E.; Sugai, S., J. Org. Chem. 50, 4154-4155 (1985). The product was a yellow solid, mp 55-57° C., [α20D] −28.5 (c 0.1, MeOH), UV (MeOH) 396 nm (ε 14,100), 319 nm (ε 7444). 1H NMR (CDCl3, 500 MHZ): δ 15.41 (bs, 1H), 8.16 (s, 1H), 8.07 (s, 1H), 7.60-6.84 (m, 9H), 5.21 (s, 2H... Reactants: CN, CO, O=c1cc(Cl)n(-c2ccc(I)cc2F)c(=O)n1C1CC1. Product: CNc1cc(=O)n(C2CC2)c(=O)n1-c1ccc(I)cc1F. As a reaction SMILES: [CH3:21][NH2:22].[CH3:23][OH:24].[Cl:1][c:2]1[cH:3][c:4](=[O:20])[n:5]([CH:17]2[CH2:18][CH2:19]2)[c:6](=[O:16])[n:7]1-[c:8]1[c:9]([F:15])[cH:10][c:11]([I:14])[cH:12][cH:13]1>>[c:2]1([NH:22][CH3:21])[cH:3][c:4](=[O:20])[n:5]([CH:17]2[CH2:18][CH2:19]2)[c:6](=[O:16])[n:7]1-[c:8]1[c:9]([F:15])[cH:10][c:11]([I:14])[cH:12][cH:13]1. Starting materials: CC(C)C(=O)NC1CCc2[nH]c3ccc(C#N)cc3c2C1, CN(C)C=O, CCOC(C)=O, Fc1cccnc1CCl, [H-], [Na+]. The product is CC(C)C(=O)NC1CCc2c(c3cc(C#N)ccc3n2Cc2ncccc2F)C1. Reaction SMILES: [C:3](#[N:4])[c:5]1[cH:6][c:7]2[c:8]3[c:13]([nH:14][c:15]2[cH:16][cH:17]1)[CH2:12][CH2:11][CH:10]([NH:18][C:19]([CH:20]([CH3:21])[CH3:22])=[O:23])[CH2:9]3.[CH3:33][N:34]([CH3:35])[CH:36]=[O:37].[CH3:38][CH2:39][O:40][C:41](=[O:42])[CH3:43].[Cl:24][CH2:25][c:26]1[n:27][cH:28][cH:29][cH:30][c:31]1[F:32].[H-:1].[Na+:2]>>[C:3](#[N:4])[c:5]1[cH:6][c:7]2[c:8]3[c:13]([n:14]([CH2:25][c:26]4[n:27][cH:28][cH:29][cH:30][c:31]4[F:32])[c:15]2[cH:16][cH:17]1)[CH2:12][CH2:11][CH:10]([NH:18][C:19]([CH:20]([CH3:21])[CH3:22])=[O:23])[CH2:9]3. The reactants are OC1=C(C(=O)O)C=CC(=C1)C#CCC1=CC=2C(CCC(C2C=C1)(C)C)(C)C (2-hydroxy-4-[3-(5,6,7,8-tetrahydro-5,5,8,8-tetramethyl-2-naphthyl)-1-propynyl]benzoic acid), N(CCO)CCO (diethanolamine). Solvent: CO (methanol). Conditions: time 1 hour. Yields the product OC1=C(C(=O)O)C=CC(=C1)C#CCC1=CC=2C(CCC(C2C=C1)(C)C)(C)C.N(CCO)CCO (Diethanolamine 2-hydroxy-4-[3-(5,6,7,8-tetrahydro-5,5,8,8-tetramethyl-2-naphthyl)-1-propynyl]benzoate). RXN SMILES: [OH:1][C:2]1[CH:10]=[C:9]([C:11]#[C:12][CH2:13][C:14]2[CH:23]=[CH:22][C:21]3[C:20]([CH3:25])([CH3:24])[CH2:19][CH2:18][C:17]([CH3:27])([CH3:26])[C:16]=3[CH:15]=2)[CH:8]=[CH:7][C:3]=1[C:4]([OH:6])=[O:5].[NH:28]([CH2:32][CH2:33][OH:34])[CH2:29][CH2:30][OH:31]>CO>[OH:1][C:2]1[CH:10]=[C:9]([C:11]#[C:12][CH2:13][C:14]2[CH:23]=[CH:22][C:21]3[C:20]([CH3:25])([CH3:24])[CH2:19][CH2:18][C:17]([CH3:27])([CH3:26])[C:16]=3[CH:15]=2)[CH:8]=[CH:7][C:3]=1[C:4]([OH:6])=[O:5].[NH:28]([CH2:32][CH2:33][OH:34])[CH2:29][CH2:30][OH:31] |f:3.4|. Procedure details: 100 mg (2.76 mmol) of 2-hydroxy-4-[3-(5,6,7,8-tetrahydro-5,5,8,8-tetramethyl-2-naphthyl)-1-propynyl]benzoic acid and 5 ml of methanol are introduced into a round-bottomed flask and 29 mg (2.76 mmol) of diethanolamine are added. The reaction medium is stirred for one hour and evaporated to dryness, and the residue obtained is triturated from a mixture of heptane and ethyl ether (50/50). The solid is filtered off and dried. 100 mg (78%) of diethanolamine salt are collected, with a melting point of... The reactants are [N+](=O)([O-])C=1C=C(C(=O)C2=CC=C(C=C2)[N+](=O)[O-])C=CC1Cl (3,4'-dinitro-4-chlorobenzophenone), N (ammonia), [H][H] (hydrogen), [H][H] (hydrogen). Reagents/catalysts: [Pd] (Pd/C). The solvent is CCOCCO (ethyl cellosolve). Yields the product C1=CC(=CC(=C1)N)CC2=CC=C(C=C2)N (3,4'-diaminodiphenylmethane). As a reaction SMILES: [N+:1]([C:4]1[CH:5]=[C:6]([CH:18]=[CH:19][C:20]=1Cl)[C:7]([C:9]1[CH:14]=[CH:13][C:12]([N+:15]([O-])=O)=[CH:11][CH:10]=1)=O)([O-])=O.[H][H].N>[Pd].CCOCCO>[CH:19]1[CH:20]=[C:4]([NH2:1])[CH:5]=[C:6]([CH2:7][C:9]2[CH:14]=[CH:13][C:12]([NH2:15])=[CH:11][CH:10]=2)[CH:18]=1. Procedure: 15.3 g (0.05 mol) of 3,4'-dinitro-4-chlorobenzophenone, 0.75 g of 5% Pd/C and 50 ml of ethyl cellosolve were charged in a closed glass vessel equipped with a thermometer and a stirrer. While stirring the mixture at a temperature of 75° to 80° C., hydrogen was introduced thereinto and 10.3 l (0.46 mol) of hydrogen was absorbed in 13 hours. Since no more absorption of hydrogen was observed, the reaction was terminated at this point. The reaction solution was neutralized with 3.6 g (0.06 mol) of 28... Starting materials: COCC1CCCN1S(=O)(=O)c1ccc2c(c1)C1(OCCCO1)C1=NCCCN12, [NH4+], [OH-], O=S(=O)(O)O. Yields the product COCC1CCCN1S(=O)(=O)c1ccc2c(c1)C(=O)C1=NCCCN12. RXN SMILES: [CH3:1][O:2][CH2:3][CH:4]1[N:5]([S:9](=[O:10])(=[O:11])[c:12]2[cH:13][c:14]3[c:15]([cH:16][cH:17]2)[N:18]2[C:19](=[N:20][CH2:21][CH2:22][CH2:23]2)[C:24]32[O:25][CH2:29][CH2:28][CH2:27][O:26]2)[CH2:6][CH2:7][CH2:8]1.[NH4+:36].[OH-:35].[S:30](=[O:31])(=[O:32])([OH:33])[OH:34]>>[CH3:1][O:2][CH2:3][CH:4]1[N:5]([S:9](=[O:10])(=[O:11])[c:12]2[cH:13][c:14]3[c:15]([cH:16][cH:17]2)[N:18]2[C:19](=[N:20][CH2:21][CH2:22][CH2:23]2)[C:24]3=[O:25])[CH2:6][CH2:7][CH2:8]1. Starting materials: COC(=O)C1N(CC(C1)OS(=O)(=O)C)C(=O)OC(C)(C)C (4-Methanesulfonyloxy-pyrrolidine-1,2-dicarboxylic acid 1-t-butyl ester 2-methyl ester), CCCCCC.C(C)(=O)OCC (hexane ethyl acetate), [N-]=[N+]=[N-].[Na+] (sodium azide), O (water). Solvent: CN(C)C=O (DMF). Conditions: temperature 60 celsius. Product: COC(=O)C1N(CC(C1)N=[N+]=[N-])C(=O)OC(C)(C)C (4-Azido-pyrrolidine-1,2-dicarboxylic acid 1-t-butyl ester 2-methyl ester). As a reaction SMILES: [CH3:1][O:2][C:3]([CH:5]1[CH2:9][CH:8](OS(C)(=O)=O)[CH2:7][N:6]1[C:15]([O:17][C:18]([CH3:21])([CH3:20])[CH3:19])=[O:16])=[O:4].[N-:22]=[N+:23]=[N-:24].[Na+].O.CCCCCC.C(OCC)(=O)C>CN(C=O)C>[CH3:1][O:2][C:3]([CH:5]1[CH2:9][CH:8]([N:22]=[N+:23]=[N-:24])[CH2:7][N:6]1[C:15]([O:17][C:18]([CH3:21])([CH3:20])[CH3:19])=[O:16])=[O:4] |f:1.2,4.5|. Procedure details: 4-Methanesulfonyloxy-pyrrolidine-1,2-dicarboxylic acid 1-t-butyl ester 2-methyl ester (406.92 mg, 1.26 mmol) was taken up in dry DMF under argon and sodium azide (409.50 mg, 6.30 mmol) was added. The reaction was then heated to 60° C. for 48 h. The reaction was poured into water and the aqueous layer was extracted three times with ethyl acetate. The combined organic layers were washed with sat NaHCO3 and brine then dried over MgSO4. The solution was filtered and the solvent removed under reduced...